Dataset: the Open Reaction Database (ORD), a public repository of structured organic reaction records. Task: describe an organic reaction: reactants, conditions, products, and yield RXN SMILES: [CH3:16][O:17][c:18]1[cH:19][cH:20][c:21]([S:22]([Cl:23])(=[O:24])=[O:25])[cH:26][cH:27]1.[CH3:28][O:29][c:30]1[cH:31][cH:32][c:33]([S:36](=[O:37])(=[O:38])[c:39]2[o:40][c:41]3[c:42]([c:43]2-[c:44]2[cH:45][cH:46][cH:47][cH:48][cH:49]2)[cH:50][cH:51][cH:52][cH:53]3)[cH:34][cH:35]1.[c:1]1(-[c:2]2[c:3]3[cH:4][cH:5][cH:6][cH:7][c:8]3[o:9][cH:10]2)[cH:11][cH:12][cH:13][cH:14][cH:15]1>>[OH:29][c:30]1[cH:31][cH:32][c:33]([S:36](=[O:37])(=[O:38])[c:39]2[o:40][c:41]3[c:42]([c:43]2-[c:44]2[cH:45][cH:46][cH:47][cH:48][cH:49]2)[cH:50][cH:51][cH:52][cH:53]3)[cH:34][cH:35]1. Starting materials: COc1ccc(S(=O)(=O)Cl)cc1, COc1ccc(S(=O)(=O)c2oc3ccccc3c2-c2ccccc2)cc1, c1ccc(-c2coc3ccccc23)cc1. Yields the product O=S(=O)(c1ccc(O)cc1)c1oc2ccccc2c1-c1ccccc1.